Dataset: the Open Reaction Database (ORD), a public repository of structured organic reaction records. Task: describe an organic reaction: reactants, conditions, products, and yield Starting materials: OC1=C(C(OC(=C1)C)=O)SCC#C (4-hydroxy-6-methyl-3-propargylthio-2-pyrone), pale yellow crystals, OO (hydrogen peroxide), ice water. Solvent: C(C)(=O)O (acetic acid), C(C)(=O)O (acetic acid), C(C)(=O)O (acetic acid). Run at time 60 hour. The product is OC1=C(C(OC(=C1)C)=O)S(=O)CC#C (4-hydroxy-6-methyl-3-propargylsulfinyl-2-pyrone). As a reaction SMILES: [OH:1][C:2]1[CH:7]=[C:6]([CH3:8])[O:5][C:4](=[O:9])[C:3]=1[S:10][CH2:11][C:12]#[CH:13].[OH:14]O>C(O)(=O)C>[OH:1][C:2]1[CH:7]=[C:6]([CH3:8])[O:5][C:4](=[O:9])[C:3]=1[S:10]([CH2:11][C:12]#[CH:13])=[O:14]. Procedure details: To a suspension of 23.1 g. (0.124 mole) of 4-hydroxy-6-methyl-3-propargylthio-2-pyrone in 200 ml. of glacial acetic acid was added 14.1 g. (0.124 mole) of 30% hydrogen peroxide in 50 ml. of glacial acetic acid dropwise over a period of 20 minutes. The reaction mixture was stirred at room temperature for approximately 60 hours and then poured into 400 ml. of ice water. When no precipitate appeared, the solution was extracted with four 100 ml. portions of chloroform, and the extract was dried over... Starting materials: C(C)(C)(C)OC(NC=1SC=C(C1)C1=NC=CC=N1)=O (tert-butyl(4-(pyrimidin-2-yl)thiophen-2-yl)carbamate), Cl.O1CCOCC1 (hydrochloric acid dioxane). Conditions: time 2 hour. Yields the product Cl.N1=C(N=CC=C1)C=1C=C(SC1)N (4-(pyrimidin-2-yl)thiophen-2-amine hydrochloride). Reaction SMILES: C(OC(=O)[NH:7][C:8]1[S:9][CH:10]=[C:11]([C:13]2[N:18]=[CH:17][CH:16]=[CH:15][N:14]=2)[CH:12]=1)(C)(C)C.[ClH:20].O1CCOCC1>>[ClH:20].[N:14]1[CH:15]=[CH:16][CH:17]=[N:18][C:13]=1[C:11]1[CH:12]=[C:8]([NH2:7])[S:9][CH:10]=1 |f:1.2,3.4|. Procedure: A 4 N hydrochloric acid-dioxane solution (20 mL) was added to tert-butyl(4-(pyrimidin-2-yl)thiophen-2-yl)carbamate obtained in the above-described Step 3, and the reaction solution was stirred at room temperature for 2 hours. The solvent was evaporated under vacuum, and then isopropyl ether was added. The deposited precipitate was filtrated to obtain 4-(pyrimidin-2-yl)thiophen-2-amine hydrochloride. The reactants are Cl.C(C)(=O)N1[C@@H](CCC1)C(=O)O ((S)-1-acetylpyrrolidine-2-carboxylic acid hydrochloride), C(C1=CC=CC=C1)[C@@H]1C[C@H](NC1)C(=O)NC1=CC=C(C=C1)OC1=CC=C(C=C1)F ((2S,4R)-4-benzyl-N-(4-(4-fluorophenoxy)phenyl)pyrrolidine-2-carboxamide). Yields the product Compound 93, C(C)(=O)N1[C@@H](CCC1)C(=O)N1[C@@H](C[C@H](C1)CC1=CC=CC=C1)C(=O)NC1=CC=C(C=C1)OC1=CC=C(C=C1)F ((2S,4R)-1-((S)-1-acetylpyrrolidine-2-carbonyl)-4-benzyl-N-(4-(4-fluorophenoxy)phenyl)pyrrolidine-2-carboxamide). The yield is 36.2%. As a reaction SMILES: Cl.[C:2]([N:5]1[CH2:9][CH2:8][CH2:7][C@H:6]1[C:10](O)=[O:11])(=[O:4])[CH3:3].[CH2:13]([C@H:20]1[CH2:24][NH:23][C@H:22]([C:25]([NH:27][C:28]2[CH:33]=[CH:32][C:31]([O:34][C:35]3[CH:40]=[CH:39][C:38]([F:41])=[CH:37][CH:36]=3)=[CH:30][CH:29]=2)=[O:26])[CH2:21]1)[C:14]1[CH:19]=[CH:18][CH:17]=[CH:16][CH:15]=1>>[C:2]([N:5]1[CH2:9][CH2:8][CH2:7][C@H:6]1[C:10]([N:23]1[CH2:24][C@H:20]([CH2:13][C:14]2[CH:15]=[CH:16][CH:17]=[CH:18][CH:19]=2)[CH2:21][C@H:22]1[C:25]([NH:27][C:28]1[CH:33]=[CH:32][C:31]([O:34][C:35]2[CH:36]=[CH:37][C:38]([F:41])=[CH:39][CH:40]=2)=[CH:30][CH:29]=1)=[O:26])=[O:11])(=[O:4])[CH3:3] |f:0.1|. Procedure: Proceeding as in Example 1, but substituting (S)-1-acetylpyrrolidine-2-carboxylic acid hydrochloride and (2S,4R)-4-benzyl-N-(4-(4-fluorophenoxy)phenyl)pyrrolidine-2-carboxamide, gave Compound 93, (2S,4R)-1-((S)-1-acetylpyrrolidine-2-carbonyl)-4-benzyl-N-(4-(4-fluorophenoxy)phenyl)pyrrolidine-2-carboxamide (11.5 mg, 36.2%). Major isomer: 1H-NMR (400 MHz, DMSO-D6): σ 9.96 (s, 1H), 7.54 (m, 2H), 7.29-7.24 (m, 4H), 7.20-7.14 (m, 5H), 6.93 (m, 2H), 4.46 (m, 2H), 3.47-3.37 (m, 4H), 2.66 (m, 2H), 1.95-... Starting materials: COCCN(CCC(C)(N)C)CCOC (N1,N1-bis(2-methoxyethyl)-3-methylbutane-1,3-diamine), IC=1C=CC=C2C(N(C(=NC12)S(=O)C)C)=O (8-iodo-3-methyl-2-(methylsulfinyl)quinazolin-4(3H)-one). Run in CC(C)(C)O (tBuOH). Conditions: temperature 120 celsius. Yields the product COCCN(CCC(C)(C)NC1=NC2=C(C=CC=C2C(N1C)=O)I)CCOC (2((4-(bis(2-methoxyethyl)amino)-2-methylbutan-2-yl)amino)-8-iodo-3-methylquinazolin-4(3H)-one). The yield is 183.4%. As a reaction SMILES: [CH3:1][O:2][CH2:3][CH2:4][N:5]([CH2:12][CH2:13][O:14][CH3:15])[CH2:6][CH2:7][C:8]([CH3:11])([NH2:10])[CH3:9].[I:16][C:17]1[CH:18]=[CH:19][CH:20]=[C:21]2[C:26]=1[N:25]=[C:24](S(C)=O)[N:23]([CH3:30])[C:22]2=[O:31]>CC(O)(C)C>[CH3:15][O:14][CH2:13][CH2:12][N:5]([CH2:4][CH2:3][O:2][CH3:1])[CH2:6][CH2:7][C:8]([NH:10][C:24]1[N:23]([CH3:30])[C:22](=[O:31])[C:21]2[C:26](=[C:17]([I:16])[CH:18]=[CH:19][CH:20]=2)[N:25]=1)([CH3:11])[CH3:9]. Procedure: A glass microwave reaction vessel was charged with N1,N1-bis(2-methoxyethyl)-3-methylbutane-1,3-diamine (50 mg, 0.229 mmol) and 8-iodo-3-methyl-2-(methylsulfinyl)quinazolin-4(3H)-one (700b; 80 mg, 0.229 mmol) in tBuOH (0.5 mL). The reaction mixture was stirred and heated in a Initiator microwave reactor (Personal Chemistry, Biotage AB, Inc.) at 120° C. for 45 min. Similarly another two batches (50 mg and 170 mg) were carried out. The three batches were combined and the solvent was removed. The r... The reactants are ClC1=C(C=CC=C1)C1=C(C=NO1)C(=O)O (5-(2-chlorophenyl)isoxazole-4-carboxylic acid), C(C)C1CCC(NC1)C (5-ethyl-2-methylpiperidine). Yields the product ClC1=C(C=CC=C1)C1=C(C=NO1)C(=O)N1C(CCC(C1)CC)C (1-{[5-(2-Chlorophenyl)isoxazol-4-yl]carbonyl}-5-ethyl-2-methylpiperidine), solid. RXN SMILES: [Cl:1][C:2]1[CH:7]=[CH:6][CH:5]=[CH:4][C:3]=1[C:8]1[O:12][N:11]=[CH:10][C:9]=1[C:13]([OH:15])=O.[CH2:16]([CH:18]1[CH2:23][NH:22][CH:21]([CH3:24])[CH2:20][CH2:19]1)[CH3:17]>>[Cl:1][C:2]1[CH:7]=[CH:6][CH:5]=[CH:4][C:3]=1[C:8]1[O:12][N:11]=[CH:10][C:9]=1[C:13]([N:22]1[CH2:23][CH:18]([CH2:16][CH3:17])[CH2:19][CH2:20][CH:21]1[CH3:24])=[O:15]. Procedure details: The title compound was prepared from 5-(2-chlorophenyl)isoxazole-4-carboxylic acid (11.2 mg, 0.050 mmol) and 5-ethyl-2-methylpiperidine (7.6 mg, 0.060 mmol) as described in synthetic method C and thereafter purified by preparative HPLC method B to give a solid (2.8 mg). Calcd for C18H21ClN2O2: 332.1292, found 332.1293. Starting materials: CCNc1ccc(CCCc2ccc(Nc3ccccc3C(=O)OC)cc2)cc1, CCO. Yields the product CCNc1ccc(CCCc2ccc(Nc3ccccc3C(=O)O)cc2)cc1. Reaction SMILES: [CH3:1][O:2][C:3]([c:4]1[c:5]([NH:10][c:11]2[cH:12][cH:13][c:14]([CH2:17][CH2:18][CH2:19][c:20]3[cH:21][cH:22][c:23]([NH:26][CH2:27][CH3:28])[cH:24][cH:25]3)[cH:15][cH:16]2)[cH:6][cH:7][cH:8][cH:9]1)=[O:29].[CH3:30][CH2:31][OH:32]>>[O:2]=[C:3]([c:4]1[c:5]([NH:10][c:11]2[cH:12][cH:13][c:14]([CH2:17][CH2:18][CH2:19][c:20]3[cH:21][cH:22][c:23]([NH:26][CH2:27][CH3:28])[cH:24][cH:25]3)[cH:15][cH:16]2)[cH:6][cH:7][cH:8][cH:9]1)[OH:29].